From a dataset of the Open Reaction Database (ORD), a public repository of structured organic reaction records. describe an organic reaction: reactants, conditions, products, and yield Reactants: CC (ethane), CCCC (butane), CC (ethane), CC (ethane), CCC (propane). The product is CC.CCC.CCCC (ethane propane n-butane). RXN SMILES: CC.[CH3:3][CH2:4]C.[CH3:6][CH2:7][CH2:8][CH3:9]>>[CH3:3][CH3:4].[CH3:6][CH2:7][CH3:8].[CH3:6][CH2:7][CH2:8][CH3:9] |f:3.4.5|. Procedure details: The negative value recorded for % ethane conversion in Table 5 for Performance Test 6 indicates that the amount of ethane made as a byproduct of propane and/or butane conversion exceeded the amount of ethane converted in this test. Nevertheless, it can be seen from Table 5 that the one stage method produced 49.57 wt % total aromatics from the given ethane/propane/n-butane feedstock, while the two stage method produced 53.20 wt % total aromatics based on a 100 wt % total feed to stage 1 followed ... Reactants: Fc1cc(-c2ncon2)ccc1CBr, O=C([O-])[O-], O=S(=O)(NC1CCCCC1CO)c1ccc(Cl)cc1, [Cs+], [Cs+], O=S(=O)(c1ccc(Cl)cc1)N(Cc1ccc(-c2ncon2)cc1)C1CCCCC1CO. Yields the product O=S(=O)(c1ccc(Cl)cc1)N(Cc1ccc(-c2ncon2)cc1F)C1CCCCC1CO. RXN SMILES: [Br:26][CH2:27][c:28]1[c:29]([F:39])[cH:30][c:31](-[c:34]2[n:35][o:36][cH:37][n:38]2)[cH:32][cH:33]1.[C:20](=[O:21])([O-:22])[O-:23].[Cl:1][c:2]1[cH:3][cH:4][c:5]([S:8](=[O:9])(=[O:10])[NH:11][CH:12]2[CH:13]([CH2:18][OH:19])[CH2:14][CH2:15][CH2:16][CH2:17]2)[cH:6][cH:7]1.[Cs+:24].[Cs+:25].[o:40]1[cH:41][n:42][c:43](-[c:44]2[cH:45][cH:46][c:47]([CH2:48][N:49]([CH:50]3[CH2:51][CH2:52][CH2:53][CH2:54][CH:55]3[CH2:56][OH:57])[S:58]([c:59]3[cH:60][cH:61][c:62]([Cl:63])[cH:64][cH:65]3)(=[O:66])=[O:67])[cH:68][cH:69]2)[n:70]1>>[Cl:1][c:2]1[cH:3][cH:4][c:5]([S:8](=[O:9])(=[O:10])[N:11]([CH:12]2[CH:13]([CH2:18][OH:19])[CH2:14][CH2:15][CH2:16][CH2:17]2)[CH2:27][c:28]2[c:29]([F:39])[cH:30][c:31](-[c:34]3[n:35][o:36][cH:37][n:38]3)[cH:32][cH:33]2)[cH:6][cH:7]1. Starting materials: CC1(OC(C(C1=NN)=NO)(C)C)C (2,2,5,5-tetramethyl-3,4-(2H, 5H)-furandione hydrazone oxime), Cl.NO (hydroxylamine hydrochloride). Solvent: O (water). Product: CC1(OC(C(C1=NO)=NO)(C)C)C (2,2,5,5-tetramethyl-3,4(2H, 5H)-furandione dioxime). Isolated yield 86.0%. Reaction SMILES: [CH3:1][C:2]1([CH3:13])[C:6](=[N:7]N)[C:5](=[N:9][OH:10])[C:4]([CH3:12])([CH3:11])[O:3]1.Cl.N[OH:16]>O>[CH3:1][C:2]1([CH3:13])[C:6](=[N:7][OH:16])[C:5](=[N:9][OH:10])[C:4]([CH3:12])([CH3:11])[O:3]1 |f:1.2|. Reported procedure: 10.0 g (54 mmol) of commercially available 2,2,5,5-tetramethyl-3,4-(2H, 5H)-furandione hydrazone oxime are heated under reflux for 2 hours with 75 g (1.1 mmol) of hydroxylamine hydrochloride in 800 ml of water. The precipitated product is filtered off with suction and washed with water. 8 g (86%) of 2,2,5,5-tetramethyl-3,4(2H, 5H)-furandione dioxime are obtained as a mixture of 2 isomers, m.p. 252° C. RXN SMILES: C1(O[C:8](=[O:29])[NH:9][C:10]2[S:14][N:13]=[C:12]([O:15][CH2:16][C:17]3[CH:22]=[C:21]([F:23])[C:20]([CH3:24])=[CH:19][C:18]=3[F:25])[C:11]=2[C:26](=[O:28])[NH2:27])C=CC=CC=1.[NH2:30][CH2:31][CH2:32][CH2:33][CH2:34][N:35]([CH2:39][CH2:40][OH:41])[CH2:36][CH2:37][OH:38]>>[OH:41][CH2:40][CH2:39][N:35]([CH2:36][CH2:37][OH:38])[CH2:34][CH2:33][CH2:32][CH2:31][NH:30][C:8](=[O:29])[NH:9][C:10]1[S:14][N:13]=[C:12]([O:15][CH2:16][C:17]2[CH:22]=[C:21]([F:23])[C:20]([CH3:24])=[CH:19][C:18]=2[F:25])[C:11]=1[C:26]([NH2:27])=[O:28]. Reactants: C1(=CC=CC=C1)OC(NC1=C(C(=NS1)OCC1=C(C=C(C(=C1)F)C)F)C(N)=O)=O ([4-carbamoyl-3-(2,5-difluoro-4-methyl-benzyloxy)-isothiazol-5-yl]-carbamic acid phenyl ester), NCCCCN(CCO)CCO (2-[(4-amino-butyl)-(2-hydroxy-ethyl)-amino]-ethanol). Procedure details: The title compound was prepared from [4-carbamoyl-3-(2,5-difluoro-4-methyl-benzyloxy)-isothiazol-5-yl]-carbamic acid phenyl ester and 2-[(4-amino-butyl)-(2-hydroxy-ethyl)-amino]-ethanol by the procedure analogous to Example 6. HPLC ret. time: 3.1 minutes. 1H NMR (400 MHz, CD3OD) δ 7.20 (dd, 1H, J=6.0, 9.2 Hz), 7.04 (dd, 1H, J=6.8, 9.6 Hz), 5.45 (s, 2H), 3.63 (t, 4H, J=5.6 Hz), 3.28 (m), 2.74 (m, 4H), 2.68 (m, 2H), 2.25 (d, 3H, J=2.0 Hz), 1.56 (m, 4H) ppm; MS (APCl, m/z): 502 [M+H]+. Product: OCCN(CCCCNC(NC1=C(C(=NS1)OCC1=C(C=C(C(=C1)F)C)F)C(=O)N)=O)CCO (5-(3-{4-[Bis-(2-hydroxy-ethyl)-amino]-butyl}-ureido)-3-(2,5-difluoro-4-methyl-benzyloxy)-isothiazole-4-carboxylic Acid Amide). Starting materials: ClCCl, C=CCCCCCCCOC(C)(C)C(=O)OC, O=C(OO)c1cccc(Cl)c1. The product is COC(=O)C(C)(C)OCCCCCCCC1CO1. RXN SMILES: [CH2:29]([Cl:30])[Cl:31].[CH3:1][C:2]([C:3](=[O:4])[O:5][CH3:6])([CH3:7])[O:8][CH2:9][CH2:10][CH2:11][CH2:12][CH2:13][CH2:14][CH2:15][CH:16]=[CH2:17].[OH:18][O:19][C:20]([c:21]1[cH:22][c:23]([Cl:24])[cH:25][cH:26][cH:27]1)=[O:28]>>[CH3:1][C:2]([C:3](=[O:4])[O:5][CH3:6])([CH3:7])[O:8][CH2:9][CH2:10][CH2:11][CH2:12][CH2:13][CH2:14][CH2:15][CH:16]1[CH2:17][O:18]1. Reactants: CSC (dimethyl sulfide), N1C=CC=C1 (pyrrole), CCOCC (ether), ClN1C(CCC1=O)=O (N-chlorosuccinimide). The solvent is ClCCl (dichloromethane), ClCCl (dichloromethane), ClCCl (dichloromethane). Conditions: time 2 hour. The product is [Cl-].C[S+](C=1NC=CC1)C (dimethyl 2-pyrrolylsulfonium chloride). Isolated yield 37.0%. As a reaction SMILES: [Cl:1][N:2]1[C:6](=O)[CH2:5][CH2:4][C:3]1=O.[CH3:9][S:10][CH3:11].N1C=CC=C1.CCOCC>ClCCl>[Cl-:1].[CH3:9][S+:10]([CH3:11])[C:3]1[NH:2][CH:6]=[CH:5][CH:4]=1 |f:5.6|. Procedure: To a solution of N-chlorosuccinimide (40 g, 0.3 5 moles) in anhydrous dichloromethane (3 l), cooled to -30° to -40° C. and maintained in a nitrogen atmosphere, was added, with good stirring, a solution of dimethyl sulfide (20.5 g, 0.66 moles) in dichloromethane (125 ml) over a 1 hour period, the temperature being maintained at -30° to -40° C. After a further hour at this temperature, a solution of pyrrole (20 g, 0.3 moles) in dichloromethane (125 ml) was added over a 1 hour period maintaining a ... Starting materials: NC1=C(C2=C(S1)CCC2)C(=O)C2=CC=C(C=C2)OC ((2-amino-5,6-dihydro-4H-cyclopenta[b]thiophen-3-yl)-(4-methoxy-phenyl)-methanone), C1(CC1)C(CC(C)=O)=O (1-cyclopropyl-butane-1,3-dione). Reagents/catalysts: S(O)(O)(=O)=O (sulfuric acid). Run in C(C)(=O)O (acetic acid). Run at temperature 100 celsius, time 10 minute. The product is C1(CC1)C(=O)C=1C(=C2C(=NC1C)SC1=C2CCC1)C1=CC=C(C=C1)OC (cyclopropyl-[4-(4-methoxy-phenyl)-2-methyl-6,7-dihydro-5H-cyclopenta[4,5]thieno [2,3-b]pyridin-3-yl)-methanone). Yield: 21.3%. As a reaction SMILES: [NH2:1][C:2]1[S:6][C:5]2[CH2:7][CH2:8][CH2:9][C:4]=2[C:3]=1[C:10]([C:12]1[CH:17]=[CH:16][C:15]([O:18][CH3:19])=[CH:14][CH:13]=1)=O.[CH:20]1([C:23](=[O:28])[CH2:24][C:25](=O)[CH3:26])[CH2:22][CH2:21]1>C(O)(=O)C.S(=O)(=O)(O)O>[CH:20]1([C:23]([C:24]2[C:10]([C:12]3[CH:17]=[CH:16][C:15]([O:18][CH3:19])=[CH:14][CH:13]=3)=[C:3]3[C:4]4[CH2:9][CH2:8][CH2:7][C:5]=4[S:6][C:2]3=[N:1][C:25]=2[CH3:26])=[O:28])[CH2:22][CH2:21]1. Reported procedure: To a stirred solution of 60 mg (0.22 mmol) (2-amino-5,6-dihydro-4H-cyclopenta[b]thiophen-3-yl)-(4-methoxy-phenyl)-methanone (the preparation of which is described in example 10) in 2 ml acetic acid was added 37 mg (0.29 mmol) of 1-cyclopropyl-butane-1,3-dione and one drop of sulfuric acid. The mixture was then stirred at 100° C. for 10 minutes in a microwave and then concentrated in vacuo. Preparative HPLC (30% CH3CN/H20) afforded 17 mg (22%) cyclopropyl-[4-(4-methoxy-phenyl)-2-methyl-6,7-dihydr... The reactants are FC1=C(C=C(C=C1)C1C2=C(N(C3=C1S(CC3)(=O)=O)C(=O)OC(C)(C)C)COCC2=O)[Sn](C)(C)C (tert-butyl 9-[4-fluoro-3-(trimethylstannyl)phenyl]-8-oxo-2,3,5,7,8,9-hexahydro-4H-pyrano [3,4-b]thieno[2,3-e]pyridine-4-carboxylate 1,1-dioxide), O.O.O.O.O.S(=S)(=O)([O-])[O-].[Na+].[Na+] (sodium thiosulfate pentahydrate), ClN1C(CCC1=O)=O (N-chlorosuccinimide), [I-].[Na+] (sodium iodide). Solvent: C(C)(=O)O (acetic acid), CO (methanol). Run at time 10 minute. Product: FC1=C(C=C(C=C1)C1C2=C(NC3=C1SCC3)COCC2=O)I (9-(4-fluoro-3-iodophenyl)-2,3,5,9-tetrahydro-4H-pyrano[3,4-b]thieno[2,3-e]pyridin-8(7H)-one). Isolated yield 95.6%. RXN SMILES: [F:1][C:2]1[CH:7]=[CH:6][C:5]([CH:8]2[C:13]3[S:14](=O)(=O)[CH2:15][CH2:16][C:12]=3[N:11](C(OC(C)(C)C)=O)[C:10]3[CH2:26][O:27][CH2:28][C:29](=[O:30])[C:9]2=3)=[CH:4][C:3]=1[Sn](C)(C)C.ClN1C(=O)CCC1=O.[I-:43].[Na+].O.O.O.O.O.S([O-])([O-])(=O)=S.[Na+].[Na+]>C(O)(=O)C.CO>[F:1][C:2]1[CH:7]=[CH:6][C:5]([CH:8]2[C:13]3[S:14][CH2:15][CH2:16][C:12]=3[NH:11][C:10]3[CH2:26][O:27][CH2:28][C:29](=[O:30])[C:9]2=3)=[CH:4][C:3]=1[I:43] |f:2.3,4.5.6.7.8.9.10.11|. Procedure: A mixture of the product from Example 37B (0.023 g, 0.038 mmol) in 1% acetic acid in methanol (25 mL) was treated with N-chlorosuccinimide (0.010 g, 0.077 mmol), then treated with sodium iodide (0.011 g, 0.077 mmol), stirred for 10 minutes, treated with pulverized sodium thiosulfate pentahydrate (0.020 g, 0.080 mmol), stirred for 10 minutes and concentrated to dryness. The residue was treated with trifluoroacetic acid (3 mL), stirred at ambient temperature for 15 minutes and concentrated to dryn... Reactants: OOS(=O)[O-].[K+] (Oxone), ClC=1C=CC(=C(C=O)C1)N1N=C(C=C1)C (5-chloro-2-(3-methyl-pyrazol-1-yl)-benzaldehyde), aldehyde, NC1=NC=C(C=N1)C=1C=C(C(=CC1)NC(C)(C)C)N (4-(2-amino-pyrimidin-5-yl)-N1-tert-butyl-benzene-1,2-diamine). The solvent is O (water), O (water). Reaction conditions: temperature 60 celsius. Product: C(C)(C)(C)N1C(=NC2=C1C=CC(=C2)C=2C=NC(=NC2)N)C2=C(C=CC(=C2)Cl)N2N=C(C=C2)C (5-{1-tert-Butyl-2-[5-chloro-2-(3-methyl-pyrazol-1-yl)-phenyl]-1H-benzimidazol-5-yl}-pyrimidin-2-ylamine). Isolated yield 13.0%. As a reaction SMILES: [Cl:1][C:2]1[CH:3]=[CH:4][C:5]([N:10]2[CH:14]=[CH:13][C:12]([CH3:15])=[N:11]2)=[C:6]([CH:9]=1)[CH:7]=O.[NH2:16][C:17]1[N:22]=[CH:21][C:20]([C:23]2[CH:24]=[C:25]([NH2:34])[C:26]([NH:29][C:30]([CH3:33])([CH3:32])[CH3:31])=[CH:27][CH:28]=2)=[CH:19][N:18]=1.OOS([O-])=O.[K+]>O>[C:30]([N:29]1[C:26]2[CH:27]=[CH:28][C:23]([C:20]3[CH:19]=[N:18][C:17]([NH2:16])=[N:22][CH:21]=3)=[CH:24][C:25]=2[N:34]=[C:7]1[C:6]1[CH:9]=[C:2]([Cl:1])[CH:3]=[CH:4][C:5]=1[N:10]1[CH:14]=[CH:13][C:12]([CH3:15])=[N:11]1)([CH3:33])([CH3:31])[CH3:32] |f:2.3|. Reported procedure: A 10 mL aliquot of 5-chloro-2-(3-methyl-pyrazol-1-yl)-benzaldehyde from the above reaction is filtered (in DMF, 50% pure by LC-MS, calculated mass based on purity is 235 mg, 1.10 mmol). The crude aldehyde is treated with 4-(2-amino-pyrimidin-5-yl)-N1-tert-butyl-benzene-1,2-diamine (200 mg, 0.78 mmol). Oxone (478 mg, 0.78 mmol) is added as a water solution (2 mL). The resulting mixture is warmed to 60° C. for 2 hours and cooled to room temperature. The reaction mixture is poured into water and ex... Starting materials: FC1=C2C=CC=NC2=CC(=C1CC(=O)O)F ((5,7-Difluoro-quinolin-6-yl)-acetic acid), C(C(=O)Cl)(=O)Cl (oxalyl chloride), CN(C=O)C (dimethylformamide). Solvent: ClCCl (dichloromethane). Reaction conditions: temperature 0 celsius. Product: FC1=C2C=CC=NC2=CC(=C1CC(=O)Cl)F ((5,7-Difluoro-quinolin-6-yl)-acetyl chloride). RXN SMILES: [F:1][C:2]1[C:11]([CH2:12][C:13](O)=[O:14])=[C:10]([F:16])[CH:9]=[C:8]2[C:3]=1[CH:4]=[CH:5][CH:6]=[N:7]2.C(Cl)(=O)C([Cl:20])=O.CN(C)C=O>ClCCl>[F:1][C:2]1[C:11]([CH2:12][C:13]([Cl:20])=[O:14])=[C:10]([F:16])[CH:9]=[C:8]2[C:3]=1[CH:4]=[CH:5][CH:6]=[N:7]2. Reported procedure: (5,7-Difluoro-quinolin-6-yl)-acetic acid (1 g, 4.48 mmol) was added to an oven-dried round-bottom flask and suspended in dichloromethane (18 ml) The suspension was maintained under nitrogen atmosphere and cooled to 0° C. Next, the oxalyl chloride (470 uL, 5.38 mmol) was added slowly, followed by a catalytic amount of dimethylformamide. The solution was allowed to warm to room temperature over 2 hours. The solution was then concentrated in vacuo and dried via azeotropic distillation with toluene ...